From a dataset of the Open Reaction Database (ORD), a public repository of structured organic reaction records. describe an organic reaction: reactants, conditions, products, and yield Reactants: compound ( C ), CC1=C(C(=C(C=N1)CO)CO)O.Cl (pyridoxine HCl). Solvent: O (water), O (water). Product: CC1=C(C(=C(C=N1)CO)CO)O (Pyridoxine). As a reaction SMILES: [CH3:1][C:2]1[N:7]=[CH:6][C:5]([CH2:8][OH:9])=[C:4]([CH2:10][OH:11])[C:3]=1[OH:12].Cl>O>[CH3:1][C:2]1[N:7]=[CH:6][C:5]([CH2:8][OH:9])=[C:4]([CH2:10][OH:11])[C:3]=1[OH:12] |f:0.1|. Reported procedure: In a second alternative and preferred workup, the reaction mixture (following complete conversion to compound (C)) is cooled to 20° C. and diluted with water (approximately 2.80 L of water for every 1 kg of starting pyridoxine HCl). After phase separation the organic phase is washed with water. The combined aqueous phases are reextracted twice with TBME. The combined TBME phases are washed once with saturated NaHCO3-solution and once with diluted brine. The MTBE-product solution is concentrated ... Starting materials: COC(=O)C(CC(C)(F)F)NC(=O)N1CCCOCC1, CO, [Li+], C1CCOC1, [OH-], O. The product is CC(F)(F)CC(NC(=O)N1CCCOCC1)C(=O)O. As a reaction SMILES: [CH3:1][O:2][C:3]([CH:4]([CH2:5][C:6]([CH3:7])([F:8])[F:9])[NH:10][C:11](=[O:12])[N:13]1[CH2:14][CH2:15][O:16][CH2:17][CH2:18][CH2:19]1)=[O:20].[CH3:23][OH:24].[Li+:21].[O:25]1[CH2:26][CH2:27][CH2:28][CH2:29]1.[OH-:22].[OH2:30]>>[O:2]=[C:3]([CH:4]([CH2:5][C:6]([CH3:7])([F:8])[F:9])[NH:10][C:11](=[O:12])[N:13]1[CH2:14][CH2:15][O:16][CH2:17][CH2:18][CH2:19]1)[OH:20]. Starting materials: BrC1=C2C=CN(C2=CC=C1)[C@H]1[C@H](OC(C)=O)[C@@H](OC(C)=O)[C@H](OC(C)=O)[C@H](O1)COC(C)=O (4-bromo-1-(2,3,4,6-tetra-O-acetyl-β-D-glucopyranosyl)indole), IC1=CC=C(C(=O)Cl)C=C1 (4-iodobenzoyl chloride), Example 27. Product: BrC1=C2C(=CN(C2=CC=C1)[C@H]1[C@H](O)[C@@H](O)[C@H](O)[C@H](O1)CO)CC1=CC=C(C=C1)I (4-Bromo-3-(4-iodophenylmethyl)-1-(β-D-glucopyranosyl)indole). As a reaction SMILES: [Br:1][C:2]1[CH:10]=[CH:9][CH:8]=[C:7]2[C:3]=1[CH:4]=[CH:5][N:6]2[C@@H:11]1[O:28][C@H:27]([CH2:29][O:30]C(=O)C)[C@@H:22]([O:23]C(=O)C)[C@H:17]([O:18]C(=O)C)[C@H:12]1[O:13]C(=O)C.[I:34][C:35]1[CH:43]=[CH:42][C:38]([C:39](Cl)=O)=[CH:37][CH:36]=1>>[Br:1][C:2]1[CH:10]=[CH:9][CH:8]=[C:7]2[C:3]=1[C:4]([CH2:39][C:38]1[CH:42]=[CH:43][C:35]([I:34])=[CH:36][CH:37]=1)=[CH:5][N:6]2[C@@H:11]1[O:28][C@H:27]([CH2:29][OH:30])[C@@H:22]([OH:23])[C@H:17]([OH:18])[C@H:12]1[OH:13]. Procedure: The titled compound was prepared from 4-bromo-1-(2,3,4,6-tetra-O-acetyl-β-D-glucopyranosyl)indole obtained in Example 22-(1) and 4-iodobenzoyl chloride in a manner similar to Example 27 as a colorless powder. APCI-Mass m/Z 574/576 (M-+H). 1H-NMR (DMSO-d6) δ 3.20-3.50 (m, 4H), 3.62-3.71 (m, 2H), 4.25 (s, 2H), 4.54 (t, J=5.5 Hz, 1H), 5.10 (d, J=5.3 Hz, 1H), 5.17 (d, J=5.0 Hz, 1H), 5.22 (d, J=5.8 Hz, 1H), 5.41 (d, J=9.2 Hz, 1H), 7.02 (d, J=8.2 Hz, 2H), 7.04 (t, J=8.2 Hz, 1H), 7.21 (d, J=7.4 Hz, 1H)... Reactants: Cl.Cl.N[C@@H]1CC[C@H](CC1)CCN1CCC(CC1)C(=O)C=1SC(=CC1)Cl ({1-[2-(trans-4-amino-cyclohexyl)-ethyl]-piperidin-4-yl}-(5-chloro-thiophen-2-yl)-methanone dihydrochloride), O1COC2=C1C=CC(=C2)C(=O)O (benzo[1,3]dioxole-5-carboxylic acid). Yields the product ClC1=CC=C(S1)C(=O)C1CCN(CC1)CC[C@@H]1CC[C@H](CC1)NC(=O)C1=CC2=C(OCO2)C=C1 (Benzo[1,3]dioxole-5-carboxylic acid (trans-4-{2-[4-(5-chloro-thiophene-2-carbonyl)-piperidin-1-yl]-ethyl}-cyclohexyl)-amide). RXN SMILES: Cl.Cl.[NH2:3][C@H:4]1[CH2:9][CH2:8][C@H:7]([CH2:10][CH2:11][N:12]2[CH2:17][CH2:16][CH:15]([C:18]([C:20]3[S:21][C:22]([Cl:25])=[CH:23][CH:24]=3)=[O:19])[CH2:14][CH2:13]2)[CH2:6][CH2:5]1.[O:26]1[C:30]2[CH:31]=[CH:32][C:33]([C:35](O)=[O:36])=[CH:34][C:29]=2[O:28][CH2:27]1>>[Cl:25][C:22]1[S:21][C:20]([C:18]([CH:15]2[CH2:16][CH2:17][N:12]([CH2:11][CH2:10][C@H:7]3[CH2:8][CH2:9][C@H:4]([NH:3][C:35]([C:33]4[CH:32]=[CH:31][C:30]5[O:26][CH2:27][O:28][C:29]=5[CH:34]=4)=[O:36])[CH2:5][CH2:6]3)[CH2:13][CH2:14]2)=[O:19])=[CH:24][CH:23]=1 |f:0.1.2|. Reported procedure: From {1-[2-(trans-4-amino-cyclohexyl)-ethyl]-piperidin-4-yl}-(5-chloro-thiophen-2-yl)-methanone dihydrochloride (100 mg) and benzo[1,3]dioxole-5-carboxylic acid (45 mg) by procedure C. Yield: 62 mg (52%). Off-white solid. MS (m/z): 503.2 ([M+H]+).